This data is from the Open Reaction Database (ORD), a public repository of structured organic reaction records. The task is: describe an organic reaction: reactants, conditions, products, and yield The reactants are CCCC1C(=O)N(Cc2ccc3c(N)ncnc3c2)C(C)CN1C(=O)OC(C)(C)C, CCOC(C)=O, Cl. Yields the product CCCC1NCC(C)N(Cc2ccc3c(N)ncnc3c2)C1=O. Reaction SMILES: [C:1]([O:2][C:3](=[O:4])[N:8]1[CH:9]([CH2:28][CH2:29][CH3:30])[C:10](=[O:27])[N:11]([CH2:15][c:16]2[cH:17][cH:18][c:19]3[c:20]([NH2:26])[n:21][cH:22][n:23][c:24]3[cH:25]2)[CH:12]([CH3:14])[CH2:13]1)([CH3:5])([CH3:6])[CH3:7].[CH3:32][CH2:33][O:34][C:35]([CH3:36])=[O:37].[ClH:31]>>[NH:8]1[CH:9]([CH2:28][CH2:29][CH3:30])[C:10](=[O:27])[N:11]([CH2:15][c:16]2[cH:17][cH:18][c:19]3[c:20]([NH2:26])[n:21][cH:22][n:23][c:24]3[cH:25]2)[CH:12]([CH3:14])[CH2:13]1. Starting materials: N1CC(CCC1)CN1C(C2=CC(=C(C=C2CC1)OC)OC)=O (2-[(piperidin-3-yl)-methyl]-6,7-dimethyoxy-1-oxo-1,2,3,4-tetrahydro-isoquinoline), ClCCCCOC1=C(C=C(C=C1)Cl)Cl (1-chloro-4-(2,4-dichlorophenoxy)-butane). Yields the product Cl.ClC1=C(OCCCCN2CC(CCC2)CN2C(C3=CC(=C(C=C3CC2)OC)OC)=O)C=CC(=C1)Cl (2-[(N-(4-(2,4-Dichloro-phenoxy)-butyl)-piperidin-3-yl)-methyl]-6,7-dimethoxy-1-oxo-1,2,3,4-tetrahydro-isoquinoline-hydrochloride). Reaction SMILES: [NH:1]1[CH2:6][CH2:5][CH2:4][CH:3]([CH2:7][N:8]2[CH2:17][CH2:16][C:15]3[C:10](=[CH:11][C:12]([O:20][CH3:21])=[C:13]([O:18][CH3:19])[CH:14]=3)[C:9]2=[O:22])[CH2:2]1.[Cl:23][CH2:24][CH2:25][CH2:26][CH2:27][O:28][C:29]1[CH:34]=[CH:33][C:32]([Cl:35])=[CH:31][C:30]=1[Cl:36]>>[ClH:23].[Cl:36][C:30]1[CH:31]=[C:32]([Cl:35])[CH:33]=[CH:34][C:29]=1[O:28][CH2:27][CH2:26][CH2:25][CH2:24][N:1]1[CH2:6][CH2:5][CH2:4][CH:3]([CH2:7][N:8]2[CH2:17][CH2:16][C:15]3[C:10](=[CH:11][C:12]([O:20][CH3:21])=[C:13]([O:18][CH3:19])[CH:14]=3)[C:9]2=[O:22])[CH2:2]1 |f:2.3|. Procedure details: Prepared from 2-[(piperidin-3-yl)-methyl]-6,7-dimethyoxy-1-oxo-1,2,3,4-tetrahydro-isoquinoline and 1-chloro-4-(2,4-dichlorophenoxy)-butane analogously to Example 1. The reactants are N1=CC=NC=2C(C=CC(C12)=O)=O (5,8-quinoxalinedione), C(C1=CC=CC=C1)N1CCNCC1 (1-benzylpiperazine). Run in O1CCOCC1 (dioxane). Reaction conditions: time 3 hour. Product: C1(=CC=CC=C1)CN1CCN(CC1)C=1C(C=2N=CC=NC2C(C1)=O)=O (6[4-(Phenylmethyl)-1-piperazinyl]-5,8-quinoxalinedione). Yield: 32.9%. RXN SMILES: [N:1]1[C:10]2[C:9](=[O:11])[CH:8]=[CH:7][C:6](=[O:12])[C:5]=2[N:4]=[CH:3][CH:2]=1.[CH2:13]([N:20]1[CH2:25][CH2:24][NH:23][CH2:22][CH2:21]1)[C:14]1[CH:19]=[CH:18][CH:17]=[CH:16][CH:15]=1>O1CCOCC1>[C:14]1([CH2:13][N:20]2[CH2:21][CH2:22][N:23]([C:8]3[C:9](=[O:11])[C:10]4[N:1]=[CH:2][CH:3]=[N:4][C:5]=4[C:6](=[O:12])[CH:7]=3)[CH2:24][CH2:25]2)[CH:15]=[CH:16][CH:17]=[CH:18][CH:19]=1. Procedure: A mixture of 160 mg of 5,8-quinoxalinedione and 352 mg of 1-benzylpiperazine in 10 ml of dioxane was stirred or 3 hours. The solvent was then removed and the residue triturated with ether. This solid was collected, washed with ether and dried, giving 110 mg of the desired product, mp 165°-168° C. (dec.). Starting materials: ClC1=C(OC=2C(=NC3=CC=CC=C3C2)C(=O)O)C(=CC(=C1)[N+](=O)[O-])Cl (3-(2,6-Dichloro-4-nitro-phenoxy)-quinoline-carboxylic acid), C1CCOC1 (THF), CC(=O)O (AcOH). The solvent is CCOCC (Et2O). Conditions: time 1 hour. Yields the product COC(=O)C=1C=C2C=C(C=NC2=CC1)OC1=C(C=C(C=C1Cl)[N+](=O)[O-])Cl (3-(2,6-Dichloro-4-nitro-phenoxy)-quinoline-6-carboxylic acid methyl ester). Reaction SMILES: [Cl:1][C:2]1[CH:21]=[C:20]([N+:22]([O-:24])=[O:23])[CH:19]=[C:18]([Cl:25])[C:3]=1[O:4][C:5]1[C:6](C(O)=O)=[N:7][C:8]2[C:13]([CH:14]=1)=[CH:12][CH:11]=[CH:10][CH:9]=2.C[C:27]([OH:29])=[O:28].[CH2:30]1COCC1>CCOCC>[CH3:30][O:29][C:27]([C:11]1[CH:12]=[C:13]2[C:8](=[CH:9][CH:10]=1)[N:7]=[CH:6][C:5]([O:4][C:3]1[C:2]([Cl:1])=[CH:21][C:20]([N+:22]([O-:24])=[O:23])=[CH:19][C:18]=1[Cl:25])=[CH:14]2)=[O:28]. Procedure details: To a solution of 3-(2,6-Dichloro-4-nitro-phenoxy)-quinoline-6 carboxylic acid (94) (443 mg, 0.93 mmol) in dry THF (20 mL) was added CH2N2 in Et2O solution [Prepared from nitrosomethylurea (1.65 g) and 50% KOH (5 mL)]. This mixture was stirred at room temperature for 1 h. AcOH (1 mL) was added to the reaction mixture, which was then concentrated. Sat NaHCO3 was added to the residue, which was extracted twice with AcOEt. Organic layer was washed by brine, dried over anhydrous MgSO4, and concentrat...